Dataset: the Open Reaction Database (ORD), a public repository of structured organic reaction records. Task: describe an organic reaction: reactants, conditions, products, and yield The reactants are C(C)N=C=NCCCN(C)C (1-ethyl-3-(3-dimethylaminopropyl)carbodiimide), COC(=O)C=1C=C(C(=O)O)C=C(C1)C1=C(C=CC(=C1)Cl)Cl (3-methoxycarbonyl-5-(2,5-dichlorophenyl)benzoic acid), CN(CCN)C (N,N-dimethylethylenediamine), ON1N=NC2=C1C=CC=C2 (1-hydroxybenzotriazole). Solvent: CN(C=O)C (N,N-dimethylformamide). Conditions: time 5 hour. Yields the product Cl.ClC1=C(C=C(C=C1)Cl)C=1C=C(C=C(C(=O)OC)C1)C(NCCN(C)C)=O (methyl 5-(2,5-dichlorophenyl)-3-[(2-dimethylaminoethyl)carbamoyl)benzoate.hydrochloride). The yield is 64.8%. RXN SMILES: [CH3:1][O:2][C:3]([C:5]1[CH:6]=[C:7]([CH:11]=[C:12]([C:14]2[CH:19]=[C:18]([Cl:20])[CH:17]=[CH:16][C:15]=2[Cl:21])[CH:13]=1)[C:8](O)=[O:9])=[O:4].[CH3:22][N:23]([CH3:27])[CH2:24][CH2:25][NH2:26].ON1C2C=CC=CC=2N=N1.C(N=C=NCCCN(C)C)C>CN(C)C=O>[ClH:20].[Cl:21][C:15]1[CH:16]=[CH:17][C:18]([Cl:20])=[CH:19][C:14]=1[C:12]1[CH:11]=[C:7]([C:8](=[O:9])[NH:26][CH2:25][CH2:24][N:23]([CH3:27])[CH3:22])[CH:6]=[C:5]([CH:13]=1)[C:3]([O:2][CH3:1])=[O:4] |f:5.6|. Reported procedure: To a mixture of 3-methoxycarbonyl-5-(2,5-dichlorophenyl)benzoic acid (1.0 g), N,N-dimethylethylenediamine (0.223 g) and 1-hydroxybenzotriazole (0.376 g) in N,N-dimethylformamide (10 ml) was added 1-ethyl-3-(3-dimethylaminopropyl)carbodiimide (0.533 g) under ice cooling, and then the solution was stirred for five hours at room temperature. After evaporating the solvent, the residue was dissolved in a mixture of ethyl acetate (50 ml) and water (50 ml) and adjusted to pH 10 with 6N aqueous potassiu... Reactants: C1(=CC=CC=C1)C=1CCN(CC1)CCCCN(C(=O)OCC)C1=C(C(=O)O)C(=CC=C1)[N+](=O)[O-] (2-[N-{4-(4-phenyl-1,2,3,6-tetrahydropyridin-1-yl)butyl}-N-ethoxycarbonylamino]-6nitrobenzoic acid), P(Br)(Br)Br (phosphorus tribromide). The solvent is C(Cl)Cl (methylene dichloride). Product: Br.C1(=CC=CC=C1)C=1CCN(CC1)CCCCN1C(OC(C2=C1C=CC=C2[N+](=O)[O-])=O)=O (1-[4-(4-phenyl-1,2,3,6-tetrahydropyridin-1-yl)butyl]-5-nitro-1,2-dihydro-4H-3,1-benzoxazine-2,4-dione hydrobromide). Reaction SMILES: [C:1]1([C:7]2[CH2:8][CH2:9][N:10]([CH2:13][CH2:14][CH2:15][CH2:16][N:17]([C:23]3[CH:31]=[CH:30][CH:29]=[C:28]([N+:32]([O-:34])=[O:33])[C:24]=3[C:25]([OH:27])=[O:26])[C:18]([O:20]CC)=O)[CH2:11][CH:12]=2)[CH:6]=[CH:5][CH:4]=[CH:3][CH:2]=1.P(Br)(Br)[Br:36]>C(Cl)Cl>[BrH:36].[C:1]1([C:7]2[CH2:8][CH2:9][N:10]([CH2:13][CH2:14][CH2:15][CH2:16][N:17]3[C:23]4[CH:31]=[CH:30][CH:29]=[C:28]([N+:32]([O-:34])=[O:33])[C:24]=4[C:25](=[O:26])[O:27][C:18]3=[O:20])[CH2:11][CH:12]=2)[CH:6]=[CH:5][CH:4]=[CH:3][CH:2]=1 |f:3.4|. Procedure: A mixture of 2-[N-{4-(4-phenyl-1,2,3,6-tetrahydropyridin-1-yl)butyl}-N-ethoxycarbonylamino]-6nitrobenzoic acid (680 mg) and phosphorus tribromide (0.7 ml) in methylene dichloride (30 ml) was refluxed for 3 hours. Excess of phosphorus tribromide was quenched with ethanol (2 ml) on an ice-bath. Then appeared crystalline materials were collected, and washed with ethanol to give 1-[4-(4-phenyl-1,2,3,6-tetrahydropyridin-1-yl)butyl]-5-nitro-1,2-dihydro-4H-3,1-benzoxazine-2,4-dione hydrobromide 414 mg)... Starting materials: COC(=O)c1ccc(-c2nnc(-c3ccc(C(C)(C)C)cc3)o2)c([N+](=O)[O-])c1, Cl, [Na+], C1CCOC1, [OH-]. Yields the product CC(C)(C)c1ccc(-c2nnc(-c3ccc(C(=O)O)cc3[N+](=O)[O-])o2)cc1. Reaction SMILES: [C:1]([CH3:2])([CH3:3])([CH3:4])[c:5]1[cH:6][cH:7][c:8](-[c:11]2[n:12][n:13][c:14](-[c:16]3[c:17]([N+:26](=[O:27])[O-:28])[cH:18][c:19]([C:20](=[O:21])[O:22][CH3:23])[cH:24][cH:25]3)[o:15]2)[cH:9][cH:10]1.[ClH:31].[Na+:30].[O:32]1[CH2:33][CH2:34][CH2:35][CH2:36]1.[OH-:29]>>[C:1]([CH3:2])([CH3:3])([CH3:4])[c:5]1[cH:6][cH:7][c:8](-[c:11]2[n:12][n:13][c:14](-[c:16]3[c:17]([N+:26](=[O:27])[O-:28])[cH:18][c:19]([C:20](=[O:21])[OH:22])[cH:24][cH:25]3)[o:15]2)[cH:9][cH:10]1. Starting materials: COC(=O)c1ccc(-c2nnc(-c3c(-c4ccccc4)noc3C)o2)cc1, CO, [Na+], [OH-]. Product: Cc1onc(-c2ccccc2)c1-c1nnc(-c2ccc(C(=O)O)cc2)o1. As a reaction SMILES: [CH3:1][O:2][C:3]([c:4]1[cH:5][cH:6][c:7](-[c:10]2[o:11][c:12](-[c:15]3[c:16](-[c:21]4[cH:22][cH:23][cH:24][cH:25][cH:26]4)[n:17][o:18][c:19]3[CH3:20])[n:13][n:14]2)[cH:8][cH:9]1)=[O:27].[CH3:30][OH:31].[Na+:29].[OH-:28]>>[O:2]=[C:3]([c:4]1[cH:5][cH:6][c:7](-[c:10]2[o:11][c:12](-[c:15]3[c:16](-[c:21]4[cH:22][cH:23][cH:24][cH:25][cH:26]4)[n:17][o:18][c:19]3[CH3:20])[n:13][n:14]2)[cH:8][cH:9]1)[OH:27]. Product: CCOC(=O)Nc1c([N+](=O)[O-])cc(Br)cc1C(F)(F)F. Reactants: CCOC(=O)Nc1ccc(Br)cc1C(F)(F)F, CC(=O)OC(C)=O, O=[N+]([O-])O, O=S(=O)(O)O. As a reaction SMILES: [Br:10][c:11]1[cH:12][c:13]([C:23]([F:24])([F:25])[F:26])[c:14]([NH:17][C:18]([O:19][CH2:20][CH3:21])=[O:22])[cH:15][cH:16]1.[CH3:27][C:28]([O:29][C:30](=[O:31])[CH3:32])=[O:33].[OH:1][N+:2]([O-:3])=[O:4].[S:5](=[O:6])(=[O:7])([OH:8])[OH:9]>>[O-:1][N+:2](=[O:4])[c:15]1[c:14]([NH:17][C:18]([O:19][CH2:20][CH3:21])=[O:22])[c:13]([C:23]([F:24])([F:25])[F:26])[cH:12][c:11]([Br:10])[cH:16]1. Reactants: CC(C)(C)C(=O)OCCl, CC(C)=O, CC(N1CCN(c2ccc(-n3cnnn3)cc2)C1=O)C(O)(Cn1cncn1)c1ccc(F)cc1F. The product is [Cl-], CC(N1CCN(c2ccc(-n3cnnn3)cc2)C1=O)C(O)(C[n+]1cn(COC(=O)C(C)(C)C)cn1)c1ccc(F)cc1F. Reaction SMILES: [C:36]([C:37]([CH3:38])([CH3:39])[CH3:40])(=[O:41])[O:42][CH2:43][Cl:44].[CH3:45][C:46](=[O:47])[CH3:48].[F:1][c:2]1[c:3]([C:9]([CH:10]([CH3:11])[N:12]2[C:13](=[O:28])[N:14]([c:17]3[cH:18][cH:19][c:20](-[n:23]4[n:24][n:25][n:26][cH:27]4)[cH:21][cH:22]3)[CH2:15][CH2:16]2)([CH2:29][n:30]2[n:31][cH:32][n:33][cH:34]2)[OH:35])[cH:4][cH:5][c:6]([F:8])[cH:7]1>>[Cl-:44].[F:1][c:2]1[c:3]([C:9]([CH:10]([CH3:11])[N:12]2[C:13](=[O:28])[N:14]([c:17]3[cH:18][cH:19][c:20](-[n:23]4[n:24][n:25][n:26][cH:27]4)[cH:21][cH:22]3)[CH2:15][CH2:16]2)([CH2:29][n+:30]2[n:31][cH:32][n:33]([CH2:43][O:42][C:36]([C:37]([CH3:38])([CH3:39])[CH3:40])=[O:41])[cH:34]2)[OH:35])[cH:4][cH:5][c:6]([F:8])[cH:7]1.